From a dataset of the Open Reaction Database (ORD), a public repository of structured organic reaction records. describe an organic reaction: reactants, conditions, products, and yield Starting materials: NC1=C(NC=2SC(=CC2C#N)C)C=CC=C1 (2-(2-Aminoanilino)-5-methylthiophene-3-carbonitrile), CN1CCNCC1 (N-methyl-piperazine), Cl (HCl), CC(=O)C (acetone), C (charcoal), CN1CCNCC1 (N-methyl piperazine). Run at temperature 120 celsius, time 30 minute. Product: CC1=CC2=C(NC3=C(N=C2N2CCN(CC2)C)C=CC=C3)S1 (2-methyl-4-(4-methyl-1-piperazinyl)-10H-thieno-[2,3-b][1,5]benzodiazepine). RXN SMILES: [NH2:1][C:2]1[CH:16]=[CH:15][CH:14]=[CH:13][C:3]=1[NH:4][C:5]1[S:6][C:7]([CH3:12])=[CH:8][C:9]=1[C:10]#[N:11].Cl.CC(C)=O.C.[CH3:23][N:24]1[CH2:29][CH2:28]N[CH2:26][CH2:25]1>>[CH3:12][C:7]1[S:6][C:5]2[NH:4][C:3]3[CH:13]=[CH:14][CH:15]=[CH:16][C:2]=3[N:1]=[C:10]([N:11]3[CH2:28][CH2:29][N:24]([CH3:23])[CH2:25][CH2:26]3)[C:9]=2[CH:8]=1. Reported procedure: 2-(2-Aminoanilino)-5-methylthiophene-3-carbonitrile (2.0 g) is taken in N-methyl-piperazine (12 ml) and N-methyl piperazine.HCl (4.6 g). The solution is heated at 120° C. until completion of reaction. The reaction mass is cooled to 70-75° C. and acetone and activated charcoal are added. The reaction mixture is stirred for 30 minutes and filtered. The water is added at 45-50° C., the mixture is cooled up to room temperature and the precipitated solid is filtered off and washed with acetone-water ...